Dataset: the Open Reaction Database (ORD), a public repository of structured organic reaction records. Task: describe an organic reaction: reactants, conditions, products, and yield Starting materials: COC(=O)c1ccc(-c2ccc(OC)c(-c3ccc(C(F)(F)F)cc3CBr)c2)c(C)c1, C[Si](C)(C)[N-][Si](C)(C)C, CC1NC(=O)OC1c1cccc(F)c1, [Na+]. Yields the product COC(=O)c1ccc(-c2ccc(OC)c(-c3ccc(C(F)(F)F)cc3CN3C(=O)OC(c4cccc(F)c4)C3C)c2)c(C)c1. Reaction SMILES: [Br:25][CH2:26][c:27]1[c:28](-[c:37]2[cH:38][c:39](-[c:45]3[c:46]([CH3:55])[cH:47][c:48]([C:51](=[O:52])[O:53][CH3:54])[cH:49][cH:50]3)[cH:40][cH:41][c:42]2[O:43][CH3:44])[cH:29][cH:30][c:31]([C:33]([F:34])([F:35])[F:36])[cH:32]1.[CH3:16][Si:17]([N-:18][Si:19]([CH3:20])([CH3:21])[CH3:22])([CH3:23])[CH3:24].[F:1][c:2]1[cH:3][c:4]([CH:8]2[CH:9]([CH3:14])[NH:10][C:11](=[O:13])[O:12]2)[cH:5][cH:6][cH:7]1.[Na+:15]>>[F:1][c:2]1[cH:3][c:4]([CH:8]2[CH:9]([CH3:14])[N:10]([CH2:26][c:27]3[c:28](-[c:37]4[cH:38][c:39](-[c:45]5[c:46]([CH3:55])[cH:47][c:48]([C:51](=[O:52])[O:53][CH3:54])[cH:49][cH:50]5)[cH:40][cH:41][c:42]4[O:43][CH3:44])[cH:29][cH:30][c:31]([C:33]([F:34])([F:35])[F:36])[cH:32]3)[C:11](=[O:13])[O:12]2)[cH:5][cH:6][cH:7]1. The reactants are [OH-].[Na+] (NaOH), Cl (HCl), C(C)OC(=O)C=1N(N=CC1C(=O)OCC)C (2-Methyl-2H-pyrazole-3,4-dicarboxylic acid diethyl ester), [OH-].[Na+] (NaOH). Reaction conditions: time 30 minute. The product is C(C)OC(=O)C1=C(N(N=C1)C)C(=O)O (2-Methyl-2H-pyrazole-3,4-dicarboxylic acid 4-ethyl ester), solid. Isolated yield 70.0%. Reaction SMILES: C([O:3][C:4]([C:6]1[N:7]([CH3:16])[N:8]=[CH:9][C:10]=1[C:11]([O:13][CH2:14][CH3:15])=[O:12])=[O:5])C.[OH-].[Na+].Cl>>[CH2:14]([O:13][C:11]([C:10]1[CH:9]=[N:8][N:7]([CH3:16])[C:6]=1[C:4]([OH:5])=[O:3])=[O:12])[CH3:15] |f:1.2|. Reported procedure: (This compound was prepared in close analogy to the method of Perez et al., Spanish patent appl. ES 493-459.) 2-Methyl-2H-pyrazole-3,4-dicarboxylic acid diethyl ester (2.06 g, 9.1 mmol) was suspended in a NaOH solution (0.5M in water, 20 ml, 10 mmol) and heated to reflux (30 min). If the conversion was incomplete after this time, as indicated by HPLC control, small amounts of NaOH were added in 30 min intervals. The reaction mixture was cooled, and HCl was added, and stirred for an additional 30... The reactants are C=O (paraformaldehyde), [OH-].[K+] (potassium hydroxide), NC1=CC=CC=C1 (aniline), OC1=CC=C(C=C1)C(C)(C)C1=CC=C(C=C1)O (bisphenol A), NC1=CC=CC=C1 (aniline). Run in CO (methanol), C1(=CC=CC=C1)C (toluene). Reaction conditions: time 1 hour. Product: O1NCCC2=C1C=CC=C2 (DIHYDROBENZOXAZINE). As a reaction SMILES: [CH2:1]=[O:2].[OH-].[K+].[NH2:5][C:6]1[CH:11]=[CH:10][CH:9]=[CH:8][CH:7]=1.O[C:13]1C=CC(C(C2C=CC(O)=CC=2)(C)C)=CC=1>C1(C)C=CC=CC=1.CO>[O:2]1[C:1]2[CH:13]=[CH:7][CH:8]=[CH:9][C:10]=2[CH2:11][CH2:6][NH:5]1 |f:1.2|. Reported procedure: To a reactor are charged 66 parts of paraformaldehyde, 66 parts of methanol and 1 part of potassium hydroxide. The mixture is warmed and stirred until the paraform dissolves. While the temperature is maintained in the 25°-35° C. range, 93 parts of aniline are added to the paraform solution. Upon completion of the aniline addition the reaction is stirred for 15 minutes and then 114 parts of bisphenol A are added. The reaction is heated to atmospheric reflux and refluxed for 1 hour. After 1 hour, ... Starting materials: [H-].[Na+] (NaH), N-aryl-benzenesulfonamide, XIII, C(C)OC1=CC=C(C=C1)S(=O)(=O)NC1=CC=C(C=C1)C (4-ethoxy-N-(4-methylphenyl)benzenesulfonamide), COC(CBr)=O (2-Bromoacetic acid methyl ester). The solvent is CN(C)C=O (DMF), CN(C)C=O (DMF). Run at time 45 minute. The product is COC(CN(C1=CC=C(C=C1)C)S(=O)(=O)C1=CC=C(C=C1)OCC)=O (methyl{[(4-ethoxyphenyl)sulfonyl]-4-methylanilino}acetate). The yield is 99.1%. As a reaction SMILES: [CH2:1]([O:3][C:4]1[CH:9]=[CH:8][C:7]([S:10]([NH:13][C:14]2[CH:19]=[CH:18][C:17]([CH3:20])=[CH:16][CH:15]=2)(=[O:12])=[O:11])=[CH:6][CH:5]=1)[CH3:2].[H-].[Na+].[CH3:23][O:24][C:25](=[O:28])[CH2:26]Br>CN(C=O)C>[CH3:23][O:24][C:25](=[O:28])[CH2:26][N:13]([S:10]([C:7]1[CH:6]=[CH:5][C:4]([O:3][CH2:1][CH3:2])=[CH:9][CH:8]=1)(=[O:11])=[O:12])[C:14]1[CH:19]=[CH:18][C:17]([CH3:20])=[CH:16][CH:15]=1 |f:1.2|. Procedure details: The crude N-aryl-benzenesulfonamide building block XIII, e.g. 4-ethoxy-N-(4-methylphenyl)benzenesulfonamide (3.087 g, 10.6 mmol), was dissolved in DMF (10 mL) and was added to a suspention of NaH (13.6 mmol, 0.593 mg of NaH 55-65% in oil) in DMF (30 mL). The mixture was stirred 45 min at room temperature. 2-Bromoacetic acid methyl ester (1.45 mL, 15.9 mmol) was added dropwise. The resulting mixture was stirred at room temperature overnight. The solvents were evaporated, affording the desired pro... Starting materials: C(=O)(O)C1(CCC(CC1)=O)C1=CC=CC2=CC=CC=C12 (4-carboxy-4-(1-naphthyl)cyclohexanone), O1CCCC1 (tetrahydrofuran), [H-].[Al+3].[Li+].[H-].[H-].[H-] (lithium aluminum hydride), ethylene ketal, C(=O)(O)C1(CCC(CC1)=O)C1=CC=CC2=CC=CC=C12 (4-carboxy-4-(1-naphthyl)cyclohexanone), O1CCCC1 (tetrahydrofuran), [OH-].[Na+] (sodium hydroxide). Run in O (water), O (water). Conditions: time 6 hour. Product: OCC1(CCC(CC1)=O)C1=CC=CC2=CC=CC=C12 (4-hydroxymethyl-4-(1-naphthyl)cyclohexanone). Yield: 99.0%. RXN SMILES: [C:1]([C:4]1([C:11]2[C:20]3[C:15](=[CH:16][CH:17]=[CH:18][CH:19]=3)[CH:14]=[CH:13][CH:12]=2)[CH2:9][CH2:8][C:7](=[O:10])[CH2:6][CH2:5]1)(O)=[O:2].O1CCCC1.[H-].[Al+3].[Li+].[H-].[H-].[H-].[OH-].[Na+]>O>[OH:2][CH2:1][C:4]1([C:11]2[C:20]3[C:15](=[CH:16][CH:17]=[CH:18][CH:19]=3)[CH:14]=[CH:13][CH:12]=2)[CH2:5][CH2:6][C:7](=[O:10])[CH2:8][CH2:9]1 |f:2.3.4.5.6.7,8.9|. Reported procedure: A solution of 3.84 g. (0.0123 mole) of 4-carboxy-4-(1-naphthyl)cyclohexanone, ethylene ketal (prepared in Example 29) in 80 ml. of tetrahydrofuran is added to 0.5 g. (0.013 mole) of lithium aluminum hydride in 10 ml. of tetrahydrofuran. Following about 6 hours of heating at reflux the mixture is cooled in ice and treated successively with 0.5 ml. of water, 0.5 ml. of 15% sodium hydroxide solution and 1.5 ml. of water. The resulting inorganic gel is collected on a filter and rinsed with ether. Th... The reactants are ClCCCC(C1=CC=C(C=C1)F)C1=CC=C(C=C1)F (1-chloro-4,4-bis(4-fluorophenyl)-butane), ClC1=CC2=C(N(C(N2C)=O)C2CCNCC2)C=C1 (5-chloro-1,3-dihydro-3-methyl-1-(4-piperidinyl)-2H-benzimidazol-2-one), C([O-])([O-])=O.[Na+].[Na+] (sodium carbonate), [I-].[K+] (potassium iodide). Run in O (water), O (water), CC(CC(C)=O)C (4-methyl-2-pentanone). Reaction conditions: time 8 hour. Product: ClC1=CC2=C(N(C(N2C)=O)C2CCN(CC2)CCCC(C2=CC=C(C=C2)F)C2=CC=C(C=C2)F)C=C1 (5-chloro-1-{1-[4,4-bis(4-fluorophenyl)butyl]-4-piperidinyl}-1,3-dihydro-3 -methyl-2H-benzimidazol-2-one). Reaction SMILES: [Cl:1][C:2]1[CH:18]=[CH:17][C:5]2[N:6]([CH:11]3[CH2:16][CH2:15][NH:14][CH2:13][CH2:12]3)[C:7](=[O:10])[N:8]([CH3:9])[C:4]=2[CH:3]=1.C(=O)([O-])[O-].[Na+].[Na+].[I-].[K+].Cl[CH2:28][CH2:29][CH2:30][CH:31]([C:39]1[CH:44]=[CH:43][C:42]([F:45])=[CH:41][CH:40]=1)[C:32]1[CH:37]=[CH:36][C:35]([F:38])=[CH:34][CH:33]=1>O.CC(C)CC(=O)C>[Cl:1][C:2]1[CH:18]=[CH:17][C:5]2[N:6]([CH:11]3[CH2:12][CH2:13][N:14]([CH2:28][CH2:29][CH2:30][CH:31]([C:32]4[CH:33]=[CH:34][C:35]([F:38])=[CH:36][CH:37]=4)[C:39]4[CH:44]=[CH:43][C:42]([F:45])=[CH:41][CH:40]=4)[CH2:15][CH2:16]3)[C:7](=[O:10])[N:8]([CH3:9])[C:4]=2[CH:3]=1 |f:1.2.3,4.5|. Reported procedure: A mixture of 5,3 parts of 5-chloro-1,3-dihydro-3-methyl-1-(4-piperidinyl)-2H-benzimidazol-2-one, 6.4 parts of sodium carbonate, 0.2 parts of potassium iodide and 200 parts of 4-methyl-2-pentanone is stirred and refluxed for 30 minutes with water-separator. After cooling, there are added 7 parts of 1-chloro-4,4-bis(4-fluorophenyl)-butane and stirring at reflux temperature is continued overnight. The reaction mixture is cooled, water is added and the layers are separated. The organic phase is drie...